The task is: describe an organic reaction: reactants, conditions, products, and yield. This data is from the Open Reaction Database (ORD), a public repository of structured organic reaction records. Reactants: CN(C)c1ccccc1, CO, ClCCl, Nc1nc2[nH]c(SCc3cccc(F)c3F)nc(=O)c2s1, O, O=P(Cl)(Cl)Cl. Yields the product Nc1nc2nc(SCc3cccc(F)c3F)nc(Cl)c2s1. Reaction SMILES: [CH3:27][N:28]([c:29]1[cH:30][cH:31][cH:32][cH:33][cH:34]1)[CH3:35].[CH3:40][OH:41].[Cl:37][CH2:38][Cl:39].[NH2:1][c:2]1[s:3][c:4]2[c:5]([nH:6][c:7]([S:11][CH2:12][c:13]3[c:14]([F:20])[c:15]([F:19])[cH:16][cH:17][cH:18]3)[n:8][c:9]2=[O:10])[n:21]1.[OH2:36].[P:22]([Cl:23])([Cl:24])([Cl:25])=[O:26]>>[NH2:1][c:2]1[s:3][c:4]2[c:5]([n:6][c:7]([S:11][CH2:12][c:13]3[c:14]([F:20])[c:15]([F:19])[cH:16][cH:17][cH:18]3)[n:8][c:9]2[Cl:24])[n:21]1. Starting materials: CC(C)(C)OC(=O)N1CCc2cc(Br)c(F)c(C(=O)O)c21, ClCCl, O=C(O)C(F)(F)F. Reaction SMILES: [Br:1][c:2]1[cH:3][c:4]2[c:8]([c:9]([C:12](=[O:13])[OH:14])[c:10]1[F:11])[N:7]([C:15]([O:16][C:17]([CH3:18])([CH3:19])[CH3:20])=[O:21])[CH2:6][CH2:5]2.[Cl:29][CH2:30][Cl:31].[F:22][C:23]([F:24])([F:25])[C:26]([OH:27])=[O:28]>>[Br:1][c:2]1[cH:3][c:4]2[c:8]([c:9]([C:12](=[O:13])[OH:14])[c:10]1[F:11])[NH:7][CH2:6][CH2:5]2. Yields the product O=C(O)c1c(F)c(Br)cc2c1NCC2. The product is CC(C)NCc1c(Cl)ccc2c1C1(CCN(C(=O)OC(C)(C)C)CC1)CN2c1ncnc2c1C(C)CC2. The reactants are CC(C)=O, ClCCl, CC1CCc2ncnc(N3CC4(CCN(C(=O)OC(C)(C)C)CC4)c4c3ccc(Cl)c4CN)c21. Reaction SMILES: [CH3:1][C:2]([CH3:3])=[O:4].[Cl:39][CH2:40][Cl:41].[NH2:5][CH2:6][c:7]1[c:8]2[c:12]([cH:13][cH:14][c:15]1[Cl:16])[N:11]([c:17]1[c:18]3[c:19]([n:20][cH:21][n:22]1)[CH2:23][CH2:24][CH:25]3[CH3:26])[CH2:10][C:9]21[CH2:27][CH2:28][N:29]([C:32](=[O:33])[O:34][C:35]([CH3:36])([CH3:37])[CH3:38])[CH2:30][CH2:31]1>>[CH3:1][CH:2]([CH3:3])[NH:5][CH2:6][c:7]1[c:8]2[c:12]([cH:13][cH:14][c:15]1[Cl:16])[N:11]([c:17]1[c:18]3[c:19]([n:20][cH:21][n:22]1)[CH2:23][CH2:24][CH:25]3[CH3:26])[CH2:10][C:9]21[CH2:27][CH2:28][N:29]([C:32](=[O:33])[O:34][C:35]([CH3:36])([CH3:37])[CH3:38])[CH2:30][CH2:31]1. The reactants are C#CC(C)(C)C, CC(=O)[O-], CC(=O)[O-], CCCCN, CCNCC=CCl, Cl, [Cu]I, C1CCOC1, [Pd+2], c1ccc(P(c2ccccc2)c2ccccc2)cc1. Product: CCNCC=CC#CC(C)(C)C, Cl. As a reaction SMILES: [C:33]([CH3:34])([CH3:35])([CH3:36])[C:37]#[CH:38].[C:41]([O-:42])(=[O:43])[CH3:44].[C:46]([O-:47])(=[O:48])[CH3:49].[CH2:28]([NH2:29])[CH2:30][CH2:31][CH3:32].[Cl:2][CH:3]=[CH:4][CH2:5][NH:6][CH2:7][CH3:8].[ClH:1].[Cu:39][I:40].[O:50]1[CH2:51][CH2:52][CH2:53][CH2:54]1.[Pd+2:45].[c:9]1([P:10]([c:11]2[cH:12][cH:13][cH:14][cH:15][cH:16]2)[c:17]2[cH:18][cH:19][cH:20][cH:21][cH:22]2)[cH:23][cH:24][cH:25][cH:26][cH:27]1>>[CH:3](=[CH:4][CH2:5][NH:6][CH2:7][CH3:8])[C:38]#[C:37][C:33]([CH3:34])([CH3:35])[CH3:36].[ClH:2]. The reactants are ClC=1C(=NC(=CC1)Cl)COC1=CC=C(C=C1)NC(C)=O (N-(4-((3,6-Dichloro-2-pyridinyl)methoxy)phenyl)-acetamide), ice water, [OH-].[NH4+] (ammonium hydroxide). Solvent: B(F)(F)F.CO (boron trifluoride methanol). Product: ClC=1C(=NC(=CC1)Cl)COC1=C(C=CC=C1)N (((3,6-dichloro-2-pyridinyl)methoxy)benzenamine). Reaction SMILES: [Cl:1][C:2]1[C:3]([CH2:9][O:10][C:11]2[CH:16]=[CH:15][C:14](NC(=O)C)=[CH:13][CH:12]=2)=[N:4][C:5]([Cl:8])=[CH:6][CH:7]=1.[OH-].[NH4+:22]>B(F)(F)F.CO>[Cl:1][C:2]1[C:3]([CH2:9][O:10][C:11]2[CH:16]=[CH:15][CH:14]=[CH:13][C:12]=2[NH2:22])=[N:4][C:5]([Cl:8])=[CH:6][CH:7]=1 |f:1.2,3.4|. Procedure details: N-(4-((3,6-Dichloro-2-pyridinyl)methoxy)phenyl)-acetamide (30.27 grams; 0.097 mole) was mixed with a 270 ml. solution of boron trifluoride-methanol (1 gram per 10 ml.) and the resulting reaction mixture refluxed for a period of 4 1/2 hours. The reaction mixture was then diluted and cooled with ice water to a temperature of between about 0° to about 10°C. Concentrated ammonium hydroxide was added until the reaction mixture was basic. The reaction mixture was then extracted with portions of methyl... Reactants: ClC=1C=C(C=CC1F)N1N=C(C=C1C1=CC(=CC=C1)C(F)(F)F)C(=O)OCC (Ethyl 1-(3-chloro-4-fluorophenyl)-5-[3-(trifluoromethyl)phenyl]-1H-pyrazole-3-carboxylate), ClC=1C=C(C=CC1F)N1N=C(C=C1C1=CC(=CC(=C1)F)Cl)C(=O)O (1-(3-Chloro-4-fluorophenyl)-5-(3-chloro-5-fluorophenyl)-1H-pyrazole-3-carboxylic acid). Product: ClC=1C=C(C=CC1F)N1N=C(C=C1C1=CC(=CC=C1)C(F)(F)F)C(=O)O (1-(3-Chloro-4-fluorophenyl)-5-[3-(trifluoromethyl)phenyl]-1H-pyrazole-3-carboxylic acid). Reaction SMILES: [Cl:1][C:2]1[CH:3]=[C:4]([N:9]2[C:13]([C:14]3[CH:19]=[CH:18][CH:17]=[C:16]([C:20]([F:23])([F:22])[F:21])[CH:15]=3)=[CH:12][C:11]([C:24]([O:26]CC)=[O:25])=[N:10]2)[CH:5]=[CH:6][C:7]=1[F:8].ClC1C=C(N2C(C3C=C(F)C=C(Cl)C=3)=CC(C(O)=O)=N2)C=CC=1F>>[Cl:1][C:2]1[CH:3]=[C:4]([N:9]2[C:13]([C:14]3[CH:19]=[CH:18][CH:17]=[C:16]([C:20]([F:22])([F:23])[F:21])[CH:15]=3)=[CH:12][C:11]([C:24]([OH:26])=[O:25])=[N:10]2)[CH:5]=[CH:6][C:7]=1[F:8]. Reported procedure: The preparation of the title compound takes place starting from the compound of Example 47A in analogy to the synthesis of the compound of Example 71A. 344 mg (97% of theory) of the title compound are obtained. Starting materials: C(=O)(OC(C)(C)C)N(C1CCC(CC1)N(C(=O)C1=C(C2=C(S1)C(=CC=C2F)F)Cl)CC=2C=C(C=CC2OC)B(O)O)C (3-{[[4-(BOC-methyl-amino)-cyclohexyl]-(3-chloro-4,7-difluoro-benzo[b]thiophene-2-carbonyl)-amino]-methyl}-4-methoxy-benzene boronic acid), BrC1=CC(=NC=C1)N(C(OC(C)(C)C)=O)C (tert-Butyl (4-bromo-pyridin-2-yl)-methyl-carbamate). Yields the product C(=O)(OC(C)(C)C)N(C1CCC(CC1)N(C(=O)C1=C(C2=C(S1)C(=CC=C2F)F)Cl)CC=2C=C(C=CC2OC)C2=CC(=NC=C2)N(C(OC(C)(C)C)=O)C)C (tert-Butyl [4-(3-{[[4-(BOC-methyl-amino)-cyclohexyl]-(3-chloro-4,7-difluoro-benzo[b]thiophene-2-carbonyl)-amino]-methyl}-4-methoxy-phenyl)-pyridin-2-yl]-methyl-carbamate). As a reaction SMILES: [C:1]([N:8]([CH3:42])[CH:9]1[CH2:14][CH2:13][CH:12]([N:15]([CH2:30][C:31]2[CH:32]=[C:33](B(O)O)[CH:34]=[CH:35][C:36]=2[O:37][CH3:38])[C:16]([C:18]2[S:22][C:21]3[C:23]([F:28])=[CH:24][CH:25]=[C:26]([F:27])[C:20]=3[C:19]=2[Cl:29])=[O:17])[CH2:11][CH2:10]1)([O:3][C:4]([CH3:7])([CH3:6])[CH3:5])=[O:2].Br[C:44]1[CH:49]=[CH:48][N:47]=[C:46]([N:50]([CH3:58])[C:51](=[O:57])[O:52][C:53]([CH3:56])([CH3:55])[CH3:54])[CH:45]=1>>[C:1]([N:8]([CH3:42])[CH:9]1[CH2:14][CH2:13][CH:12]([N:15]([CH2:30][C:31]2[CH:32]=[C:33]([C:44]3[CH:49]=[CH:48][N:47]=[C:46]([N:50]([CH3:58])[C:51](=[O:57])[O:52][C:53]([CH3:54])([CH3:55])[CH3:56])[CH:45]=3)[CH:34]=[CH:35][C:36]=2[O:37][CH3:38])[C:16]([C:18]2[S:22][C:21]3[C:23]([F:28])=[CH:24][CH:25]=[C:26]([F:27])[C:20]=3[C:19]=2[Cl:29])=[O:17])[CH2:11][CH2:10]1)([O:3][C:4]([CH3:7])([CH3:6])[CH3:5])=[O:2]. Procedure: Boronic acid 9 (520 mg, 0.83 mmol) is coupled to pyridyl bromide 160 (240 mg, 0.83 mmol) using Method A to give the title compound.